Task: describe an organic reaction: reactants, conditions, products, and yield. Dataset: the Open Reaction Database (ORD), a public repository of structured organic reaction records Starting materials: ClC=1C(=NC(=C(C1)[N+](=O)[O-])Cl)NC1=NNC(=C1)OC(C)C (3,6-dichloro-N-(5-isopropoxy-1H-pyrazol-3-yl)-5-nitropyridin-2-amine), FC1=CC=C(C=C1)[C@H](C)N ((S)-1-(4-fluoro-phenyl)-ethylamine), CCN(C(C)C)C(C)C (DIEA). Solvent: CCCCO (n-BuOH). Conditions: temperature 145 celsius. Product: ClC=1C(=NC(=C(C1)[N+](=O)[O-])N[C@@H](C)C1=CC=C(C=C1)F)NC1=NNC(=C1)OC(C)C ((S)-3-Chloro-N6-(1-(4-fluorophenyl)ethyl)-N2-(5-isopropoxy-1H-pyrazol-3-yl)-5-nitropyridine-2,6-diamine). The yield is 98.1%. Reaction SMILES: [Cl:1][C:2]1[C:3]([NH:12][C:13]2[CH:17]=[C:16]([O:18][CH:19]([CH3:21])[CH3:20])[NH:15][N:14]=2)=[N:4][C:5](Cl)=[C:6]([N+:8]([O-:10])=[O:9])[CH:7]=1.[F:22][C:23]1[CH:28]=[CH:27][C:26]([C@@H:29]([NH2:31])[CH3:30])=[CH:25][CH:24]=1.CCN(C(C)C)C(C)C>CCCCO>[Cl:1][C:2]1[C:3]([NH:12][C:13]2[CH:17]=[C:16]([O:18][CH:19]([CH3:21])[CH3:20])[NH:15][N:14]=2)=[N:4][C:5]([NH:31][C@H:29]([C:26]2[CH:27]=[CH:28][C:23]([F:22])=[CH:24][CH:25]=2)[CH3:30])=[C:6]([N+:8]([O-:10])=[O:9])[CH:7]=1. Reported procedure: A mixture of 3,6-dichloro-N-(5-isopropoxy-1H-pyrazol-3-yl)-5-nitropyridin-2-amine (Method 59, 0.25 g, 0.75 mmol), (S)-1-(4-fluoro-phenyl)-ethylamine (0.13 g, 0.90 mmol) and DIEA (0.16 ml, 0.94 mmol) in n-BuOH (3 ml) was heated in a sealed tube at 145° C. for 2 hours. The solvent was removed under reduced pressure and the residue was purified by column chromatography (hexane-EtOAc=1:1) to give the title compound as a yellow solid (0.32 g, 98%). 1H NMR (400 MHz) δ 12.22 & 11.40 (s, 1H), 9.74 & 9.3... The reactants are C(C)(=O)OC=1C=CC=2CC[C@H]3[C@@H]4CC[C@@H]([C@@]4(C)C[C@H]([C@@H]3C2C1)OC(C(C)(C)C)=O)OC(C(C)(C)C)=O (2-Acetoxy-11α,17β-di(trimethylacetoxy)-estra-1,3,5(10)-triene), [H-].[Al+3].[Li+].[H-].[H-].[H-] (lithium aluminium hydride), Cl (hydrochloric acid), C(C)(=O)OCC (ethyl acetate). Run in CCOCC (ether), CCOCC (ether). Product: C[C@@]12[C@H](CC[C@H]1[C@@H]1CCC=3C=CC(=CC3[C@H]1[C@@H](C2)O)O)O (Estra-1,3,5(10)-triene-2,11α,17β-triol). The yield is 91.3%. Reaction SMILES: C([O:4][C:5]1[CH:6]=[CH:7][C:8]2[CH2:9][CH2:10][C@@H:11]3[C@@H:20]([C:21]=2[CH:22]=1)[C@H:19]([O:23]C(=O)C(C)(C)C)[CH2:18][C@@:16]1([CH3:17])[C@H:12]3[CH2:13][CH2:14][C@@H:15]1[O:30]C(=O)C(C)(C)C)(=O)C.[H-].[Al+3].[Li+].[H-].[H-].[H-].C(OCC)(=O)C.Cl>CCOCC>[CH3:17][C@:16]12[CH2:18][C@@H:19]([OH:23])[C@H:20]3[C@@H:11]([CH2:10][CH2:9][C:8]4[CH:7]=[CH:6][C:5]([OH:4])=[CH:22][C:21]=43)[C@@H:12]1[CH2:13][CH2:14][C@@H:15]2[OH:30] |f:1.2.3.4.5.6|. Reported procedure: A solution of the triester (28) (150 mg, 0.30 mmol) in dry ether (3 ml) was treated with lithium aluminium hydride (46 mg, 1.41 mmol) at room temperature. After 5 min ethyl acetate (1 ml) and then dilute hydrochloric acid (1 ml) was added, and the mixture was worked up with ether in the usual manner. Chromatography of the crude product on silica (2 g) eluted with ethyl acetate gave the product (6D) (79 mg, 91%), m.p. 229°-232° C. (from acetone), νmax (KBr disc) 3500 cm-1 (OH), δ (MeOH) (250 MHz)...